This data is from the Open Reaction Database (ORD), a public repository of structured organic reaction records. The task is: describe an organic reaction: reactants, conditions, products, and yield Reactants: [N+](=O)(O)[O-] (nitric acid), C1(=CC=C(C=C1)N)N (1,4-phenylenediamine), NC(=S)N (thiourea), [N+](=O)(O)[O-] (Nitric acid), [N+](=O)(O)[O-] (nitric acid), [N+](=O)(O)[O-] (nitric acid), NC(=S)N (thiourea). Product: [N+](=O)([O-])[O-].O[NH3+] (hydroxylammonium nitrate), [N+](=O)(O)[O-] (nitric acid), [N+](=O)([O-])[O-].[NH4+] (ammonium nitrate). As a reaction SMILES: [NH2:1]C(N)=S.[N+:5]([O-:8])([OH:7])=[O:6].C1(N)C=CC(N)=CC=1>>[N+:5]([O-:8])([O-:7])=[O:6].[OH:6][NH3+:5].[N+:5]([O-:8])([OH:7])=[O:6].[N+:5]([O-:8])([O-:7])=[O:6].[NH4+:1] |f:3.4,6.7|. Procedure details: The general procedure of Example 8 is repeated except that thiourea is also added into the catholyte compartment. A solution of 1 M nitric acid, 50 mM 1,4-phenylenediamine and 250 mM of thiourea is charged to the catholyte compartment. A solution of 4 M nitric acid is charged to the anolyte compartment. Nitric acid is added to the catholyte compartment to maintain the nitric acid concentration between 0.5 M and 1 M under application of an electrical current. While maintaining the temperature bet...